This data is from the Open Reaction Database (ORD), a public repository of structured organic reaction records. The task is: describe an organic reaction: reactants, conditions, products, and yield Reactants: [Si](C)(C)(C(C)(C)C)OC[C@H]1CNC[C@@H]1C1=CC=CC=C1 (3-(R)-(t-Butyldimethylsilyloxymethyl)-4-(S)-phenyl pyrrolidine), OC(C(=O)OCC1=CC=C(C=C1)OC)CC1CCC1 ((R/S)-2-Hydroxy-3-(cyclobutyl)propanoic acid, (4-methoxy)benzyl ester). The product is hexanes iPrOH, OC[C@H]1CN(C[C@@H]1C1=CC=CC=C1)[C@H](C(=O)OCC1=CC=C(C=C1)OC)CC1CCC1 (2-(S)-(3-(R)-(Hydroxymethyl)-4-(S)-phenylpyrrolidin-1-yl)-3-(cyclobutyl)propanoic acid, (4-methoxy)benzyl ester). Reaction SMILES: [Si]([O:8][CH2:9][C@@H:10]1[C@@H:14]([C:15]2[CH:20]=[CH:19][CH:18]=[CH:17][CH:16]=2)[CH2:13][NH:12][CH2:11]1)(C(C)(C)C)(C)C.O[CH:22]([CH2:35][CH:36]1[CH2:39][CH2:38][CH2:37]1)[C:23]([O:25][CH2:26][C:27]1[CH:32]=[CH:31][C:30]([O:33][CH3:34])=[CH:29][CH:28]=1)=[O:24]>>[OH:8][CH2:9][C@@H:10]1[C@@H:14]([C:15]2[CH:16]=[CH:17][CH:18]=[CH:19][CH:20]=2)[CH2:13][N:12]([C@@H:22]([CH2:35][CH:36]2[CH2:39][CH2:38][CH2:37]2)[C:23]([O:25][CH2:26][C:27]2[CH:32]=[CH:31][C:30]([O:33][CH3:34])=[CH:29][CH:28]=2)=[O:24])[CH2:11]1. Procedure: The title compound was prepared from 3-(R)-(t-butyldimethylsilyloxymethyl)-4-(S)-phenyl pyrrolidine (from EXAMPLE 1, Step E) and (R/S)-2-hydroxy-3-(cyclobutyl)propanoic acid (from EXAMPLE 92, Step A) using procedures analogous to those described in EXAMPLE 1, Steps G an H. The diastereomers were separated by HPLC in the second step using the following conditions: Chiralpak AD 2×25 cm column, 17:3 v/v hexanes/iPrOH, 9.0 mL/min, 220 nm) to provide the title compound. Reactants: C(C1=CC=CC=C1)(=O)N=C=S (Benzoyl isothiocyanate), NC=1C=C(C(=O)O)C=C(C1)OC (3-amino-5-methoxy-benzoic acid). Run in CC(=O)C (acetone). Product: C(C1=CC=CC=C1)(=O)NC(=S)NC=1C=C(C(=O)O)C=C(C1)OC (3-(Benzoylcarbamothioylamino)-5-methoxy-benzoic acid). As a reaction SMILES: [C:1]([N:9]=[C:10]=[S:11])(=[O:8])[C:2]1[CH:7]=[CH:6][CH:5]=[CH:4][CH:3]=1.[NH2:12][C:13]1[CH:14]=[C:15]([CH:19]=[C:20]([O:22][CH3:23])[CH:21]=1)[C:16]([OH:18])=[O:17]>CC(C)=O>[C:1]([NH:9][C:10]([NH:12][C:13]1[CH:14]=[C:15]([CH:19]=[C:20]([O:22][CH3:23])[CH:21]=1)[C:16]([OH:18])=[O:17])=[S:11])(=[O:8])[C:2]1[CH:7]=[CH:6][CH:5]=[CH:4][CH:3]=1. Procedure: Benzoyl isothiocyanate (169 μl, 1.25 mmol) was added to a solution of 3-amino-5-methoxy-benzoic acid (0.2 g, 1.19 mmol) in acetone (10 mL). The reaction was stirred at ambient temperature and a thick precipitate formed after 10 minutes. LCMS indicated complete conversion of the starting material. The solvent was removed in vacuo and the crude material triturated with iso-hexane, dried under reduced pressure and used directly in the next step.